describe an organic reaction: reactants, conditions, products, and yield From a dataset of the Open Reaction Database (ORD), a public repository of structured organic reaction records. Starting materials: CC(=O)OC(C)c1cc(-c2cccc(Cl)c2)on1, C1CCOC1, [Li+], [OH-], O, O. Product: CC(O)c1cc(-c2cccc(Cl)c2)on1. RXN SMILES: [C:1](=[O:2])([CH3:3])[O:4][CH:5]([CH3:6])[c:7]1[n:8][o:9][c:10](-[c:12]2[cH:13][c:14]([Cl:18])[cH:15][cH:16][cH:17]2)[cH:11]1.[CH2:22]1[O:23][CH2:24][CH2:25][CH2:26]1.[Li+:21].[OH-:20].[OH2:19].[OH2:27]>>[OH:4][CH:5]([CH3:6])[c:7]1[n:8][o:9][c:10](-[c:12]2[cH:13][c:14]([Cl:18])[cH:15][cH:16][cH:17]2)[cH:11]1. The reactants are Cu(AcO)2, ClC1=CC=C(C=C1)B(O)O ((4-chlorophenyl)boronic acid), 2d, FC(C1=C(NC=C1)C(=O)OC)(F)F (methyl 3-(trifluoromethyl)-1H-pyrrole-2-carboxylate), FC(C(F)(F)F)(C1=C(NC=C1)C(=O)OC)F (methyl 3-(perfluoroethyl)-1H-pyrrole-2-carboxylate), N1=CC=CC=C1 (pyridine). Solvent: ClCCl (dichloromethane). The product is ClC1=CC=C(C=C1)N1C(=C(C=C1)C(F)(F)F)C(=O)OC (methyl 1-(4-chlorophenyl)-3-(trifluoromethyl)-1H-pyrrole-2-carboxylate), ClC1=CC=C(C=C1)N1C(=C(C=C1)C(C(F)(F)F)(F)F)C(=O)OC (methyl 1-(4-chlorophenyl)-3-(perfluoroethyl)-1H-pyrrole-2-carboxylate). Reaction SMILES: [F:1][C:2]([F:13])([F:12])[C:3]1[CH:7]=[CH:6][NH:5][C:4]=1[C:8]([O:10][CH3:11])=[O:9].[F:14][C:15]([F:29])([C:20]1[CH:24]=[CH:23][NH:22][C:21]=1[C:25]([O:27][CH3:28])=[O:26])[C:16]([F:19])([F:18])[F:17].[Cl:30][C:31]1[CH:36]=[CH:35][C:34](B(O)O)=[CH:33][CH:32]=1.N1C=CC=CC=1>ClCCl>[Cl:30][C:31]1[CH:36]=[CH:35][C:34]([N:5]2[CH:6]=[CH:7][C:3]([C:2]([F:1])([F:12])[F:13])=[C:4]2[C:8]([O:10][CH3:11])=[O:9])=[CH:33][CH:32]=1.[Cl:30][C:31]1[CH:36]=[CH:35][C:34]([N:22]2[CH:23]=[CH:24][C:20]([C:15]([F:14])([F:29])[C:16]([F:19])([F:18])[F:17])=[C:21]2[C:25]([O:27][CH3:28])=[O:26])=[CH:33][CH:32]=1. Procedure details: Into a 50-mL round-bottom flask purged and maintained with an inert atmosphere of nitrogen, was placed methyl 3-(trifluoromethyl)-1H-pyrrole-2-carboxylate and methyl 3-(perfluoroethyl)-1H-pyrrole-2-carboxylate (300 mg, 1.55 mmol, 1.00 equiv), (4-chlorophenyl)boronic acid (727 mg, 4.65 mmol, 3.00 equiv), Cu(AcO)2 (562 mg, 2.00 equiv), pyridine (491 mg, 6.21 mmol, 4.00 equiv) and dichloromethane (20 mL). The resulting solution was stirred for 2d at 20° C. The solids were filtered out. The resultin... Reactants: CN1CCNCC1, COc1ccc(CNc2c(F)cc(C(=O)O)cc2F)cc1. Product: COc1ccc(CNc2c(F)cc(C(=O)N3CCN(C)CC3)cc2F)cc1. As a reaction SMILES: [CH3:22][N:23]1[CH2:24][CH2:25][NH:26][CH2:27][CH2:28]1.[F:1][c:2]1[cH:3][c:4]([C:5](=[O:6])[OH:7])[cH:8][c:9]([F:21])[c:10]1[NH:11][CH2:12][c:13]1[cH:14][cH:15][c:16]([O:19][CH3:20])[cH:17][cH:18]1>>[F:1][c:2]1[cH:3][c:4]([C:5](=[O:7])[N:26]2[CH2:25][CH2:24][N:23]([CH3:22])[CH2:28][CH2:27]2)[cH:8][c:9]([F:21])[c:10]1[NH:11][CH2:12][c:13]1[cH:14][cH:15][c:16]([O:19][CH3:20])[cH:17][cH:18]1. Yield: 67.0%. Reaction conditions: time 8 hour. Starting materials: BrC1=CC=C(S1)C1(CCN(CCS1(=O)=O)C(=O)OCC1C2=CC=CC=C2C=2C=CC=CC12)CC(=O)O (2-[7-(5-bromo-2-thienyl)-4-(9-fluorenylmethoxycarbonyl)-1,1-dioxoperhydro-1,4-thiazepin-7-yl]acetic acid), O1C(CCCC1)ON (O-(2-tetrahydropyranyl)-hydroxylamine), ON1N=NC2=C1C=CC=C2 (1-hydroxybenzotriazole), WSCD-HCl. Reported procedure: To a solution of 2-[7-(5-bromo-2-thienyl)-4-(9-fluorenylmethoxycarbonyl)-1,1-dioxoperhydro-1,4-thiazepin-7-yl]acetic acid (400 mg), O-(2-tetrahydropyranyl)-hydroxylamine (95.2 mg) and 1-hydroxybenzotriazole (110 mg) in N,N-dimethylformamide (10 ml) was added WSCD-HCl (1-ethyl-3-(3-dimethylaminopropyl)carbodiimide hydrochloride) (156 mg) at room temperature. After being stirred at the same temperature overnight, the mixture was concentrated in vacuo. The residue was dissolved in ethyl acetate (30... The product is O1C(CCCC1)ONC(CC1(CCN(CCS1(=O)=O)C(=O)OCC1C2=CC=CC=C2C=2C=CC=CC12)C=1SC(=CC1)Br)=O (N-(2-tetrahydropyranyloxy)-2-[7-(5-bromo-2-thienyl)-4-(9-fluorenylmethoxycarbonyl)-1,1-dioxoperhydro-1,4-thiazepin-7-yl]acetamide). Run in CN(C=O)C (N,N-dimethylformamide). Reaction SMILES: [Br:1][C:2]1[S:6][C:5]([C:7]2([CH2:33][C:34](O)=[O:35])[S:13](=[O:15])(=[O:14])[CH2:12][CH2:11][N:10]([C:16]([O:18][CH2:19][CH:20]3[C:32]4[CH:31]=[CH:30][CH:29]=[CH:28][C:27]=4[C:26]4[C:21]3=[CH:22][CH:23]=[CH:24][CH:25]=4)=[O:17])[CH2:9][CH2:8]2)=[CH:4][CH:3]=1.[O:37]1[CH2:42][CH2:41][CH2:40][CH2:39][CH:38]1[O:43][NH2:44].ON1C2C=CC=CC=2N=N1>CN(C)C=O>[O:37]1[CH2:42][CH2:41][CH2:40][CH2:39][CH:38]1[O:43][NH:44][C:34](=[O:35])[CH2:33][C:7]1([C:5]2[S:6][C:2]([Br:1])=[CH:3][CH:4]=2)[S:13](=[O:14])(=[O:15])[CH2:12][CH2:11][N:10]([C:16]([O:18][CH2:19][CH:20]2[C:21]3[CH:22]=[CH:23][CH:24]=[CH:25][C:26]=3[C:27]3[C:32]2=[CH:31][CH:30]=[CH:29][CH:28]=3)=[O:17])[CH2:9][CH2:8]1.